describe an organic reaction: reactants, conditions, products, and yield From a dataset of the Open Reaction Database (ORD), a public repository of structured organic reaction records. The reagents and catalysts are Cl[Pd]([P](C1=CC=CC=C1)(C2=CC=CC=C2)C3=CC=CC=C3)([P](C4=CC=CC=C4)(C5=CC=CC=C5)C6=CC=CC=C6)Cl (bis(triphenylphosphine)palladium(II) dichloride), [Cu]I (copper(I) iodide). The product is C1(CC1)SC1=CC=C(C=C1)/C(=C/COC1=CC(=C(OCC(=O)OC)C=C1)C)/C1=CC=C(C=C1)C#CCN1CCOCC1 (methyl (E)-[4-[3-(4-cyclopropylsulfanylphenyl)-3-[4-[3-(morpholin-4-yl)propynyl]phenyl]allyloxy]-2-methylphenoxy]acetate). Conditions: temperature 50 celsius, time 8 hour. RXN SMILES: [CH:1]1([S:4][C:5]2[CH:10]=[CH:9][C:8](/[C:11](/[C:28]3[CH:33]=[CH:32][C:31](I)=[CH:30][CH:29]=3)=[CH:12]/[CH2:13][O:14][C:15]3[CH:26]=[CH:25][C:18]([O:19][CH2:20][C:21]([O:23][CH3:24])=[O:22])=[C:17]([CH3:27])[CH:16]=3)=[CH:7][CH:6]=2)[CH2:3][CH2:2]1.[CH2:35]([N:38]1[CH2:43][CH2:42][O:41][CH2:40][CH2:39]1)[C:36]#[CH:37].C(NC(C)C)(C)C>O1CCCC1.Cl[Pd](Cl)([P](C1C=CC=CC=1)(C1C=CC=CC=1)C1C=CC=CC=1)[P](C1C=CC=CC=1)(C1C=CC=CC=1)C1C=CC=CC=1.[Cu]I>[CH:1]1([S:4][C:5]2[CH:10]=[CH:9][C:8](/[C:11](/[C:28]3[CH:33]=[CH:32][C:31]([C:37]#[C:36][CH2:35][N:38]4[CH2:43][CH2:42][O:41][CH2:40][CH2:39]4)=[CH:30][CH:29]=3)=[CH:12]/[CH2:13][O:14][C:15]3[CH:26]=[CH:25][C:18]([O:19][CH2:20][C:21]([O:23][CH3:24])=[O:22])=[C:17]([CH3:27])[CH:16]=3)=[CH:7][CH:6]=2)[CH2:3][CH2:2]1 |^1:58,77|. Procedure: To a degassed solution of the above ester (1 g, 1.705 mmol), N-propargylmorpholine (440 mg, 3.515 mmol) and diisopropylamine (1.12 mL, 7.96 mmol) in anhydrous tetrahydrofuran (27 mL), bis(triphenylphosphine)palladium(II) dichloride (95 mg, 0.135 mmol) and copper(I) iodide (27.0 mg, 0.142 mmol) were added. The reaction mixture was stirred at 50° C. overnight under nitrogen. The solvents were evaporated in vacuo and the residue was twice purified by flash column chromatography (silica gel Fluka 60... The reactants are C1(CC1)SC1=CC=C(C=C1)/C(=C/COC1=CC(=C(OCC(=O)OC)C=C1)C)/C1=CC=C(C=C1)I (methyl (Z)-[4-[3-(4-cyclopropylsulfanylphenyl)-3-(4-iodophenyl)allyloxy]-2-methylphenoxy]acetate), C(C#C)N1CCOCC1 (N-propargylmorpholine), C(C)(C)NC(C)C (diisopropylamine). Run in O1CCCC1 (tetrahydrofuran). The reactants are C(C)(C)(C)[Si](OCC(C)(C)N1C=C(C=2C=NC=CC21)C(=O)C=2C=C(C=NC2)NC(CC2=NC=C(C=C2)Cl)=O)(C)C (N-(5-{1-[2-(tert-Butyl-dimethyl-silanyloxy)-1,1-dimethyl-ethyl]-1H-pyrrolo[3,2-c]pyridine-3-carbonyl}-pyridin-3-yl)-2-(5-chloro-pyridin-2-yl)-acetamide). Run in C1CCOC1 (THF), Cl.O1CCOCC1 (dioxane-HCl). Run at time 18 hour. Product: ClC=1C=CC(=NC1)CC(=O)NC=1C=NC=C(C1)C(=O)C1=CN(C2=C1C=NC=C2)C(CO)(C)C (2-(5-Chloro-pyridin-2-yl)-N-{5-[1-(2-hydroxy-1,1-dimethyl-ethyl)-1H-pyrrolo[3,2-c]pyridine-3-carbonyl]-pyridin-3-yl}-acetamide). Isolated yield 69.0%. RXN SMILES: C([Si](C)(C)[O:6][CH2:7][C:8]([N:11]1[C:19]2[CH:18]=[CH:17][N:16]=[CH:15][C:14]=2[C:13]([C:20]([C:22]2[CH:23]=[C:24]([NH:28][C:29](=[O:38])[CH2:30][C:31]3[CH:36]=[CH:35][C:34]([Cl:37])=[CH:33][N:32]=3)[CH:25]=[N:26][CH:27]=2)=[O:21])=[CH:12]1)([CH3:10])[CH3:9])(C)(C)C>C1COCC1.Cl.O1CCOCC1>[Cl:37][C:34]1[CH:35]=[CH:36][C:31]([CH2:30][C:29]([NH:28][C:24]2[CH:25]=[N:26][CH:27]=[C:22]([C:20]([C:13]3[C:14]4[CH:15]=[N:16][CH:17]=[CH:18][C:19]=4[N:11]([C:8]([CH3:10])([CH3:9])[CH2:7][OH:6])[CH:12]=3)=[O:21])[CH:23]=2)=[O:38])=[N:32][CH:33]=1 |f:2.3|. Procedure: To a solution of N-(5-{1-[2-(tert-Butyl-dimethyl-silanyloxy)-1,1-dimethyl-ethyl]-1H-pyrrolo[3,2-c]pyridine-3-carbonyl}-pyridin-3-yl)-2-(5-chloro-pyridin-2-yl)-acetamide (Preparation 8, 45 mg, 0.077 mmol) in THF (3 mL), 4M dioxane-HCl (0.4 mL) was added and stirred at room temperature for 18 hours. The reaction was evaporated in vacuo and purified by column chromatography on silica gel (gradient of MeOH: DCM 0:100 to 3:100) to afford the title compound as a yellow solid in 69% yield, 25 mg. The reactants are CC(C)([O-])C.[K+] (potassium tert-butoxide), [N+](#[C-])CC(=O)OCC (ethyl isocyanoacetate), C1(CC1)C(=O)Cl (Cyclopropanecarboxylic acid chloride). The solvent is C1CCOC1 (THF), C1CCOC1 (THF). The product is C1(CC1)C1=C(N=CO1)C(=O)OCC (Ethyl 5-cyclopropyl-4-oxazolecarboxylate). As a reaction SMILES: [N+:1]([CH2:3][C:4]([O:6][CH2:7][CH3:8])=[O:5])#[C-:2].CC(C)([O-])C.[K+].[CH:15]1([C:18](Cl)=[O:19])[CH2:17][CH2:16]1>C1COCC1>[CH:15]1([C:18]2[O:19][CH:2]=[N:1][C:3]=2[C:4]([O:6][CH2:7][CH3:8])=[O:5])[CH2:17][CH2:16]1 |f:1.2|. Reported procedure: A mixture of ethyl isocyanoacetate (13.4 g) in THF (65 ml) was added dropwise to a stirred solution of potassium tert-butoxide (14.5 g) in THF (97 ml) at 0° C. Cyclopropanecarboxylic acid chloride (5.4 ml) was added dropwise at below 10° C. and the solvent evaporated. Water (68 ml) and acetic acid (3.4 ml) was added to the mixture, then diisopropyl ether (2×150 ml) was added and the layers separated. The aqueous layer was further extracted with diisopropyl ether (2×150 ml) and the combined organ... Starting materials: BrC1=CC=C(C=C1)O (4-bromophenol), COCOC (dimethoxymethane), O=P12OP3(=O)OP(=O)(O1)OP(=O)(O2)O3 (P2O5). Solvent: C(Cl)Cl (DCM). Conditions: time 1 hour. The product is BrC1=CC=C(C=C1)OCOC (1-bromo-4-(methoxymethoxy)benzene). Isolated yield 57.9%. As a reaction SMILES: [Br:1][C:2]1[CH:7]=[CH:6][C:5]([OH:8])=[CH:4][CH:3]=1.[CH3:9][O:10][CH2:11]OC.O=P12OP3(OP(OP(O3)(O1)=O)(=O)O2)=O>C(Cl)Cl>[Br:1][C:2]1[CH:7]=[CH:6][C:5]([O:8][CH2:9][O:10][CH3:11])=[CH:4][CH:3]=1. Reported procedure: To a solution of 4-bromophenol (0.50 g, 2.89 mmol) and dimethoxymethane (2.6 mL, 29.39 mmol) in DCM (60 mL) was added P2O5 (1.50 g, 10.57 mmol). The reaction mixture was stirred at for 1 h and insoluble precipitate was filtered off. Solid Na2CO3 was added to the solution and stirred for additional 10 min. The solid was filtered off and the solution was concentrated. Purification on a silica gel column gave the desired product as a clear oil (363 mg). NMR (CDCl3): 7.38 (d, 2H), 6.93 (d, 2H), 5.15... Reactants: CCOC(=O)c1oc(N2CCCC2)cc1C, CCO, Cl, [Na+], [OH-]. The product is Cc1cc(N2CCCC2)oc1C(=O)O. Reaction SMILES: [CH2:1]([CH3:2])[O:3][C:4](=[O:5])[c:6]1[o:7][c:8]([N:12]2[CH2:13][CH2:14][CH2:15][CH2:16]2)[cH:9][c:10]1[CH3:11].[CH3:20][CH2:21][OH:22].[ClH:19].[Na+:18].[OH-:17]>>[O:3]=[C:4]([OH:5])[c:6]1[o:7][c:8]([N:12]2[CH2:13][CH2:14][CH2:15][CH2:16]2)[cH:9][c:10]1[CH3:11]. Starting materials: [H][H] (hydrogen), C1(=CC=CC=C1)CCCCCO (5-phenylpentanol). The reagents and catalysts are [Pt]=O (platinum oxide). The solvent is C(C)OCC (ethyl ether), C(C)(=O)O (acetic acid). Yields the product C1(CCCCC1)CCCCCO (5-Cyclohexylpentanol). RXN SMILES: [C:1]1([CH2:7][CH2:8][CH2:9][CH2:10][CH2:11][OH:12])[CH:6]=[CH:5][CH:4]=[CH:3][CH:2]=1.[H][H]>C(O)(=O)C.C(OCC)C.[Pt]=O>[CH:1]1([CH2:7][CH2:8][CH2:9][CH2:10][CH2:11][OH:12])[CH2:6][CH2:5][CH2:4][CH2:3][CH2:2]1. Procedure details: To a solution of 5-phenylpentanol (2.21 g., 13.5 mmol) in ten ml glacial acetic acid was added amorphous platinum oxide (0.40 g., 1.76 mmol, oxygen activated). This mixture was subjected to three atm. of hydrogen with agitation (Parr hydrogenator) at room temperature for four hours. The reaction mixture was diluted with ethyl ether, filtered through celite, washed repeatedly with saturated sodium bicarbonate, followed by water and saturated sodium chloride solution. The organic portion was filte... Reactants: O=C1CCC(=O)N1Br, ClC(Cl)(Cl)Cl, CCOC(=O)c1cccc(-c2ccc(CBr)cc2)c1, CCOC(=O)c1cccc(-c2ccccc2C)c1, CC(C)(C#N)N=NC(C)(C)C#N. The product is CCOC(=O)c1cccc(-c2ccccc2CBr)c1. As a reaction SMILES: [Br:38][N:39]1[C:40](=[O:41])[CH2:42][CH2:43][C:44]1=[O:45].[C:58]([Cl:59])([Cl:60])([Cl:61])[Cl:62].[CH2:1]([O:2][C:3]([c:4]1[cH:5][c:6](-[c:7]2[cH:8][cH:9][c:10]([CH2:11][Br:19])[cH:12][cH:13]2)[cH:14][cH:15][cH:16]1)=[O:17])[CH3:18].[CH2:20]([CH3:21])[O:22][C:23](=[O:24])[c:25]1[cH:26][c:27](-[c:31]2[c:32]([CH3:37])[cH:33][cH:34][cH:35][cH:36]2)[cH:28][cH:29][cH:30]1.[N:46]([C:47]([CH3:48])([CH3:49])[C:50]#[N:51])=[N:52][C:53]([CH3:54])([CH3:55])[C:56]#[N:57]>>[Br:19][CH2:37][c:32]1[c:31](-[c:27]2[cH:26][c:25]([C:23]([O:22][CH2:20][CH3:21])=[O:24])[cH:30][cH:29][cH:28]2)[cH:36][cH:35][cH:34][cH:33]1. Reactants: NC(C(O)C1=CC=C(C=C1)F)CC1=CC(=CC=C1)OC1=CC=CC=C1 ((1RS,2SR)-2-amino-1-(4-fluorophenyl)-3-(3-(phenyloxy)phenyl)-1-propanol), C1(=CC=CC=C1)CCC(=O)Cl (3-phenylpropionyl chloride), C(O)([O-])=O.[Na+] (sodium hydrogen carbonate). The solvent is C(C)(=O)OCC (ethyl acetate), O (water). Run at time 8 hour. The product is FC1=CC=C(C=C1)C(C(CC1=CC(=CC=C1)OC1=CC=CC=C1)NC(CCC1=CC=CC=C1)=O)O (N-(1RS,2SR)-(2-(4-fluorophenyl)-2-hydroxy-1-((3-(phenyloxy)phenyl)methyl)ethyl)-3-phenylpropanamide). The yield is 55.1%. Reaction SMILES: [NH2:1][CH:2]([CH2:12][C:13]1[CH:18]=[CH:17][CH:16]=[C:15]([O:19][C:20]2[CH:25]=[CH:24][CH:23]=[CH:22][CH:21]=2)[CH:14]=1)[CH:3]([C:5]1[CH:10]=[CH:9][C:8]([F:11])=[CH:7][CH:6]=1)[OH:4].[C:26]1([CH2:32][CH2:33][C:34](Cl)=[O:35])[CH:31]=[CH:30][CH:29]=[CH:28][CH:27]=1.C(=O)([O-])O.[Na+]>C(OCC)(=O)C.O>[F:11][C:8]1[CH:7]=[CH:6][C:5]([CH:3]([OH:4])[CH:2]([NH:1][C:34](=[O:35])[CH2:33][CH2:32][C:26]2[CH:31]=[CH:30][CH:29]=[CH:28][CH:27]=2)[CH2:12][C:13]2[CH:18]=[CH:17][CH:16]=[C:15]([O:19][C:20]3[CH:25]=[CH:24][CH:23]=[CH:22][CH:21]=3)[CH:14]=2)=[CH:10][CH:9]=1 |f:2.3|. Reported procedure: To a solution of (1RS,2SR)-2-amino-1-(4-fluorophenyl)-3-(3-(phenyloxy)phenyl)-1-propanol (550 mg, 1.63 mmol) in ethyl acetate (20 ml) were added 3-phenylpropionyl chloride (360 ml, 2.45 mmol) and saturated aqueous sodium hydrogen carbonate (20 ml) and the mixture was stirred overnight at room temperature. The reaction solution was diluted with water (100 ml) and extracted with ethyl acetate (100 ml×2). The extract was washed with saturated brine, dried over anhydrous magnesium sulfate and evapor... Starting materials: N(=NC(=O)OCC)C(=O)OCC (diethyl azodicarboxylate), BrC=1C=CC=C2C=CC(C12)O (7-bromoinden-1-ol), C1(=CC=CC=C1)P(C1=CC=CC=C1)C1=CC=CC=C1 (triphenylphosphine), ClC1=CC=C(C=C1)O (4-chlorophenol). Run in C1(=CC=CC=C1)C (toluene). Conditions: time 2 hour. The product is BrC=1C=CC=C2CCC(C12)OC1=CC=C(C=C1)Cl (7-bromo-1-(4-chlorophenoxy)indane). Isolated yield 18.8%. Reaction SMILES: [Br:1][C:2]1[CH:3]=[CH:4][CH:5]=[C:6]2[C:10]=1[CH:9]([OH:11])[CH:8]=[CH:7]2.C1(P(C2C=CC=CC=2)C2C=CC=CC=2)C=CC=CC=1.[Cl:31][C:32]1[CH:37]=[CH:36][C:35](O)=[CH:34][CH:33]=1.N(C(OCC)=O)=NC(OCC)=O>C1(C)C=CC=CC=1>[Br:1][C:2]1[CH:3]=[CH:4][CH:5]=[C:6]2[C:10]=1[CH:9]([O:11][C:35]1[CH:36]=[CH:37][C:32]([Cl:31])=[CH:33][CH:34]=1)[CH2:8][CH2:7]2. Reported procedure: To a mixture of 7-bromoinden-1-ol (1.06 g), triphenylphosphine (1.86 g), 4-chlorophenol (911 mg), and toluene (30 mL) was added dropwise diethyl azodicarboxylate (2.2 M toluene solution, 3.3 mL) at room temperature. After dropwise addition, the mixture was stirred at room temperature for 2 hours. The solvent was evaporated under reduced pressure and then the obtained residue was purified by silica gel column chromatography (hexane-ethyl acetate) to obtain 7-bromo-1-(4-chlorophenoxy)indane (306 m... The product is C(C)OC(=O)C=1N=CC=2NC=3C=CC(=CC3C2N1)C(=O)O (8-hydroxycarbonyl-5H-pyrimido[5,4-b]indole-2-carboxylic acid ethyl ester). As a reaction SMILES: [CH2:1]([O:3][C:4]([C:6]1[N:7]=[CH:8][C:9]2[NH:10][C:11]3[CH:12]=[CH:13][C:14]([C:19]([O:21]CC4C=CC=CC=4)=[O:20])=[CH:15][C:16]=3[C:17]=2[N:18]=1)=[O:5])[CH3:2].CO.Cl>CN1CCCC1=O.[Pd]>[CH2:1]([O:3][C:4]([C:6]1[N:7]=[CH:8][C:9]2[NH:10][C:11]3[CH:12]=[CH:13][C:14]([C:19]([OH:21])=[O:20])=[CH:15][C:16]=3[C:17]=2[N:18]=1)=[O:5])[CH3:2]. Yield: 100.4%. Starting materials: C(C)OC(=O)C=1N=CC=2NC=3C=CC(=CC3C2N1)C(=O)OCC1=CC=CC=C1 (8-benzyloxycarbonyl-5H-pyrimido[5,4-b]indole-2-carboxylic acid ethyl ester), CO (methanol), Cl (hydrochloric acid). Reagents/catalysts: [Pd] (palladium on carbon). Solvent: CN1C(CCC1)=O (N-methylpyrrolidone). Procedure details: At room temperature, 1.18 g of 8-benzyloxycarbonyl-5H-pyrimido[5,4-b]indole-2-carboxylic acid ethyl ester (Example 17) is hydrogenated under a hydrogen pressure of one bar for 2 hours in a mixture of 60 ml of N-methylpyrrolidone, 20 ml of methanol, and 10 ml of 1N hydrochloric acid with 498 mg of palladium on carbon (10%). After vacuum-filtering over kieselguhr, the mixture is concentrated. The residue is extracted in a mixture of ethyl acetate, ethanol, and petroleum ether, thus obtaining 900 m...